This data is from the Open Reaction Database (ORD), a public repository of structured organic reaction records. The task is: describe an organic reaction: reactants, conditions, products, and yield Starting materials: FCC1(CF)C=C(Br)c2cc(C(F)(F)F)ccc2O1, CCOC(=S)OCC, [Li]CCCC, COC(C)(C)C, [Cl-], [NH4+]. Reaction SMILES: [Br:1][C:2]1=[CH:3][C:4]([CH2:16][F:17])([CH2:18][F:19])[O:5][c:6]2[c:7]1[cH:8][c:9]([C:12]([F:13])([F:14])[F:15])[cH:10][cH:11]2.[C:25]([O:26][CH2:27][CH3:28])([O:29][CH2:30][CH3:31])=[S:32].[CH2:20]([Li:21])[CH2:22][CH2:23][CH3:24].[CH3:35][O:36][C:37]([CH3:38])([CH3:39])[CH3:40].[Cl-:33].[NH4+:34]>>[C:2]1([C:25]([O:26][CH2:27][CH3:28])=[S:32])=[CH:3][C:4]([CH2:16][F:17])([CH2:18][F:19])[O:5][c:6]2[c:7]1[cH:8][c:9]([C:12]([F:13])([F:14])[F:15])[cH:10][cH:11]2. The product is CCOC(=S)C1=CC(CF)(CF)Oc2ccc(C(F)(F)F)cc21.